This data is from the Open Reaction Database (ORD), a public repository of structured organic reaction records. The task is: describe an organic reaction: reactants, conditions, products, and yield The reactants are Cl (hydrochloric acid), C(C)(C)(C)OC(=O)NCC(=O)N[C@@H]1C[C@H](N(C1)C(=O)OC(C)(C)C)C(=O)N1CCC(CC1)OC1=CC(=CC(=C1)Cl)Cl (1-[trans-4-(N-tert-butoxycarbonylglycylamino)-N-tert-butoxycarbonyl-L-prolyl]-4-(3,5-dichlorophenoxy)piperidine). Solvent: O1CCOCC1 (1,4-dioxane), O1CCOCC1 (1,4-dioxane). Reaction conditions: time 30 minute. Product: Cl.Cl.NCC(=O)N[C@@H]1C[C@H](NC1)C(=O)N1CCC(CC1)OC1=CC(=CC(=C1)Cl)Cl (1-(trans-4-Glycylamino-L-prolyl)-4-(3,5-dichlorophenoxy)piperidine Dihydrochloride). As a reaction SMILES: [ClH:1].C(OC([NH:9][CH2:10][C:11]([NH:13][C@H:14]1[CH2:18][N:17](C(OC(C)(C)C)=O)[C@H:16]([C:26]([N:28]2[CH2:33][CH2:32][CH:31]([O:34][C:35]3[CH:40]=[C:39]([Cl:41])[CH:38]=[C:37]([Cl:42])[CH:36]=3)[CH2:30][CH2:29]2)=[O:27])[CH2:15]1)=[O:12])=O)(C)(C)C>O1CCOCC1>[ClH:41].[ClH:1].[NH2:9][CH2:10][C:11]([NH:13][C@H:14]1[CH2:18][NH:17][C@H:16]([C:26]([N:28]2[CH2:33][CH2:32][CH:31]([O:34][C:35]3[CH:36]=[C:37]([Cl:42])[CH:38]=[C:39]([Cl:41])[CH:40]=3)[CH2:30][CH2:29]2)=[O:27])[CH2:15]1)=[O:12] |f:3.4.5|. Procedure: A solution of 4 N hydrochloric acid in 1,4-dioxane (13 mL) was added to a solution of 1-[trans-4-(N-tert-butoxycarbonylglycylamino)-N-tert-butoxycarbonyl-L-prolyl]-4-(3,5-dichlorophenoxy)piperidine (C, 640 mg) in 1,4-dioxane (13 mL) at room temperature. After stirring at room temperature for 30 min, the reaction mixture was evaporated in vacuo. The residue was washed with ether to give the titled compound (361 mg) as white crystals: 1H NMR (400 MHz, D2O) δ 1.80 (br s, 2H), 2.03 (br s, 2H), 2.40 ... Starting materials: O=[N+]([O-])c1ccc(Oc2ccnc3cc(Br)sc23)c(F)c1, COCCOC, [Na+], O=C([O-])O, O, c1ccc(P(c2ccccc2)(c2ccccc2)[Pd](P(c2ccccc2)(c2ccccc2)c2ccccc2)(P(c2ccccc2)(c2ccccc2)c2ccccc2)P(c2ccccc2)(c2ccccc2)c2ccccc2)cc1, OB(O)c1ccncc1. The product is O=[N+]([O-])c1ccc(Oc2ccnc3cc(-c4ccncc4)sc23)c(F)c1. As a reaction SMILES: [Br:1][c:2]1[cH:3][c:4]2[n:5][cH:6][cH:7][c:8]([O:11][c:12]3[c:13]([F:21])[cH:14][c:15]([N+:18](=[O:19])[O-:20])[cH:16][cH:17]3)[c:9]2[s:10]1.[CH3:36][O:37][CH2:38][CH2:39][O:40][CH3:41].[Na+:35].[O-:31][C:32]([OH:33])=[O:34].[OH2:42].[cH:43]1[cH:44][cH:45][c:46]([P:47]([Pd:48]([P:49]([c:50]2[cH:51][cH:52][cH:53][cH:54][cH:55]2)([c:56]2[cH:57][cH:58][cH:59][cH:60][cH:61]2)[c:62]2[cH:63][cH:64][cH:65][cH:66][cH:67]2)([P:68]([c:69]2[cH:70][cH:71][cH:72][cH:73][cH:74]2)([c:75]2[cH:76][cH:77][cH:78][cH:79][cH:80]2)[c:81]2[cH:82][cH:83][cH:84][cH:85][cH:86]2)[P:87]([c:88]2[cH:89][cH:90][cH:91][cH:92][cH:93]2)([c:94]2[cH:95][cH:96][cH:97][cH:98][cH:99]2)[c:100]2[cH:101][cH:102][cH:103][cH:104][cH:105]2)([c:106]2[cH:107][cH:108][cH:109][cH:110][cH:111]2)[c:112]2[cH:113][cH:114][cH:115][cH:116][cH:117]2)[cH:118][cH:119]1.[n:22]1[cH:23][cH:24][c:25]([B:28]([OH:29])[OH:30])[cH:26][cH:27]1>>[c:2]1(-[c:25]2[cH:24][cH:23][n:22][cH:27][cH:26]2)[cH:3][c:4]2[n:5][cH:6][cH:7][c:8]([O:11][c:12]3[c:13]([F:21])[cH:14][c:15]([N+:18](=[O:19])[O-:20])[cH:16][cH:17]3)[c:9]2[s:10]1. Starting materials: CCN=C=NCCCN(C)C, CCN(C(C)C)C(C)C, Cl, O=C(O)c1cc(F)ccc1F, O=C(NCC(=O)N1CCNCC1)c1ccc(-c2ccccc2)cc1, CN(C)C=O, O, On1nnc2ccccc21. The product is O=C(NCC(=O)N1CCN(C(=O)c2cc(F)ccc2F)CC1)c1ccc(-c2ccccc2)cc1. As a reaction SMILES: [CH3:31][CH2:32][N:33]=[C:34]=[N:35][CH2:36][CH2:37][CH2:38][N:39]([CH3:40])[CH3:41].[CH:1]([N:2]([CH2:3][CH3:4])[CH:5]([CH3:6])[CH3:7])([CH3:8])[CH3:9].[ClH:42].[F:10][c:11]1[c:12]([C:13](=[O:14])[OH:15])[cH:16][c:17]([F:20])[cH:18][cH:19]1.[O:43]=[C:44]([CH2:45][NH:46][C:47](=[O:48])[c:49]1[cH:50][cH:51][c:52](-[c:55]2[cH:56][cH:57][cH:58][cH:59][cH:60]2)[cH:53][cH:54]1)[N:61]1[CH2:62][CH2:63][NH:64][CH2:65][CH2:66]1.[O:67]=[CH:68][N:69]([CH3:70])[CH3:71].[OH2:72].[OH:21][n:22]1[c:23]2[c:24]([cH:25][cH:26][cH:27][cH:28]2)[n:29][n:30]1>>[F:10][c:11]1[c:12]([C:13](=[O:15])[N:64]2[CH2:63][CH2:62][N:61]([C:44](=[O:43])[CH2:45][NH:46][C:47](=[O:48])[c:49]3[cH:50][cH:51][c:52](-[c:55]4[cH:56][cH:57][cH:58][cH:59][cH:60]4)[cH:53][cH:54]3)[CH2:66][CH2:65]2)[cH:16][c:17]([F:20])[cH:18][cH:19]1. Starting materials: FC=1C=CC=2C3C(C(NC2C1)=S)CCC3 (7-Fluoro-1,2,3,3a,5,9b-hexahydrocyclopenta[c]quinoline-4-thione), N (ammonia). Product: NC1=NC=2C=C(C=CC2C2C1CCC2)F (4-Amino-7-fluoro-2,3,3a,9b-tetrahydro-1H-cyclopenta[c]quinoline). Yield: 99.0%. Reaction SMILES: [F:1][C:2]1[CH:3]=[CH:4][C:5]2[CH:6]3[CH2:15][CH2:14][CH2:13][CH:7]3[C:8](=S)[NH:9][C:10]=2[CH:11]=1.[NH3:16]>>[NH2:16][C:8]1[CH:7]2[CH2:13][CH2:14][CH2:15][CH:6]2[C:5]2[CH:4]=[CH:3][C:2]([F:1])=[CH:11][C:10]=2[N:9]=1. Reported procedure: Analogously to Example 4, 7-Fluoro-1,2,3,3a,5,9b-hexahydrocyclopenta[c]quinoline-4-thione (170 mg, 0.77 mmol) in 7N methanolic ammonia solution (20 ml) is reacted to form 160 mg (99%) of product. The reactants are C1CCOC1, C[Si](C)(C)[N-][Si](C)(C)C, CS(C)=O, Fc1ccc(-n2ncc3cc(C4(C(F)(F)F)CO4)ccc32)cc1, [Na+], c1ccc2[nH]ccc2c1. Yields the product OC(Cn1ccc2ccccc21)(c1ccc2c(cnn2-c2ccc(F)cc2)c1)C(F)(F)F. Reaction SMILES: [CH2:47]1[O:48][CH2:49][CH2:50][CH2:51]1.[CH3:33][Si:34]([CH3:35])([CH3:36])[N-:37][Si:38]([CH3:39])([CH3:40])[CH3:41].[CH3:43][S:44]([CH3:45])=[O:46].[F:1][c:2]1[cH:3][cH:4][c:5](-[n:8]2[n:9][cH:10][c:11]3[cH:12][c:13]([C:17]4([C:20]([F:21])([F:22])[F:23])[O:18][CH2:19]4)[cH:14][cH:15][c:16]23)[cH:6][cH:7]1.[Na+:42].[nH:24]1[cH:25][cH:26][c:27]2[cH:28][cH:29][cH:30][cH:31][c:32]12>>[F:1][c:2]1[cH:3][cH:4][c:5](-[n:8]2[n:9][cH:10][c:11]3[cH:12][c:13]([C:17]([OH:18])([CH2:19][n:24]4[cH:25][cH:26][c:27]5[cH:28][cH:29][cH:30][cH:31][c:32]45)[C:20]([F:21])([F:22])[F:23])[cH:14][cH:15][c:16]23)[cH:6][cH:7]1. The reactants are CS(=O)(=O)Cl (methanesulfonyl chloride), NC1=CC=C(C=C1)C12C(NC(C2C1)=O)=O (1-(4-aminophenyl)-3-azabicyclo[3.1.0]hexane-2,4-dione), CN(C)C1=NC=CC=C1 (dimethylaminopyridine), Cl (hydrochloric acid). The solvent is C(Cl)Cl (methylene chloride), N1=CC=CC=C1 (pyridine), O (water). Conditions: time 16 hour. Yields the product CS(=O)(=O)NC1=CC=C(C=C1)C12C(NC(C2C1)=O)=O (1-(4-Methanesulfonylaminophenyl)-3-azabicyclo[3.1.0]hexane-2,4dione). As a reaction SMILES: [CH3:1][S:2](Cl)(=[O:4])=[O:3].[NH2:6][C:7]1[CH:12]=[CH:11][C:10]([C:13]23[CH2:18][CH:17]2[C:16](=[O:19])[NH:15][C:14]3=[O:20])=[CH:9][CH:8]=1.CN(C1C=CC=CN=1)C.Cl>C(Cl)Cl.O.N1C=CC=CC=1>[CH3:1][S:2]([NH:6][C:7]1[CH:8]=[CH:9][C:10]([C:13]23[CH2:18][CH:17]2[C:16](=[O:19])[NH:15][C:14]3=[O:20])=[CH:11][CH:12]=1)(=[O:4])=[O:3]. Reported procedure: A solution of 1.2 ml of methanesulfonyl chloride in 10 ml of methylene chloride is stirred dropwise at room temperature into a mixture of 3 g of 1-(4-aminophenyl)-3-azabicyclo[3.1.0]hexane-2,4-dione, 90 mg of dimethylaminopyridine and 37 ml of pyridine. After it has been stirred for 16 hours, the reaction mixture is freed from solvent in vacuo. The residue is dissolved in 100 ml of water and the solution is adjusted to pH 1 with hydrochloric acid. After further stirring, the crystals are isolate... The reactants are Br, O=N[O-], NC(Cc1ccccc1)C(=O)O, [Na+], O, O=S(=O)(O)O. The product is O=C(O)C(Br)Cc1ccccc1. Reaction SMILES: [BrH:13].[N:19]([O-:20])=[O:21].[NH2:1][CH:2]([CH2:3][c:4]1[cH:5][cH:6][cH:7][cH:8][cH:9]1)[C:10]([OH:11])=[O:12].[Na+:22].[OH2:23].[S:14](=[O:15])(=[O:16])([OH:17])[OH:18]>>[CH:2]([CH2:3][c:4]1[cH:5][cH:6][cH:7][cH:8][cH:9]1)([C:10]([OH:11])=[O:12])[Br:13].